This data is from the Open Reaction Database (ORD), a public repository of structured organic reaction records. The task is: describe an organic reaction: reactants, conditions, products, and yield Starting materials: O=C([O-])[O-], Cc1cncc(B(O)O)c1, CCOC(=O)c1cc(Cl)ccc1-c1cnccn1, [Cs+], [Cs+], CN(C)C=O. Product: CCOC(=O)c1cc(-c2cncc(C)c2)ccc1-c1cnccn1. Reaction SMILES: [C:29](=[O:30])([O-:31])[O-:32].[CH3:19][c:20]1[cH:21][c:22]([B:26]([OH:27])[OH:28])[cH:23][n:24][cH:25]1.[Cl:1][c:2]1[cH:3][cH:4][c:5](-[c:13]2[n:14][cH:15][cH:16][n:17][cH:18]2)[c:6]([C:7](=[O:8])[O:9][CH2:10][CH3:11])[cH:12]1.[Cs+:33].[Cs+:34].[O:35]=[CH:36][N:37]([CH3:38])[CH3:39]>>[c:2]1(-[c:22]2[cH:21][c:20]([CH3:19])[cH:25][n:24][cH:23]2)[cH:3][cH:4][c:5](-[c:13]2[n:14][cH:15][cH:16][n:17][cH:18]2)[c:6]([C:7](=[O:8])[O:9][CH2:10][CH3:11])[cH:12]1. The reactants are COC(=O)C(C(C)C)N1C(C(C1C1=CC=CC=C1)OCC1=CC=CC=C1)=O (1-(1-methoxycarbonyl-2-methylpropyl)-3-benzyloxy-4-phenylazetidin-2-one), C(C)O (ethanol). The reagents and catalysts are [Pd] (Pd-C). Conditions: time 38 hour. Yields the product methyl ester, O[C@](NC(CCC1=CC=CC=C1)=O)(C(C)C)C(=O)O (α-hydroxy-β-phenylpropionylvaline). Yield: 93.7%. RXN SMILES: C[O:2][C:3]([CH:5]([N:9]1[CH:12]([C:13]2[CH:18]=[CH:17][CH:16]=[CH:15][CH:14]=2)[CH:11](OCC2C=CC=CC=2)[C:10]1=[O:27])[CH:6]([CH3:8])[CH3:7])=[O:4].C([OH:30])C>[Pd]>[OH:30][C@@:5]([C:3]([OH:2])=[O:4])([CH:6]([CH3:8])[CH3:7])[NH:9][C:10](=[O:27])[CH2:11][CH2:12][C:13]1[CH:18]=[CH:17][CH:16]=[CH:15][CH:14]=1. Procedure: According to the same procedure as in Example 1, 1-(1-methoxycarbonyl-2-methylpropyl)-3-benzyloxy-4-phenylazetidin-2-one (560 mg.) was subjected to hydrogenolysis at room temperature in ethanol (30 ml.) under a hydrogen pressure of one atmosphere in the presence of a 10% Pd-C (170 mg.). The reaction was completed in 38 hours. The same after-treatment as in Example 1 was followed to give methyl ester of α-hydroxy-β-phenylpropionylvaline (400 mg., yield: 93.7%), which was an oil. Run in CS(=O)C (DMSO). Reaction SMILES: Cl[C:2]1[C:11]([C:12]([OH:14])=[O:13])=[CH:10][C:9]2[C:4](=[CH:5][CH:6]=[C:7]([Cl:15])[CH:8]=2)[N:3]=1.[CH3:16][O:17][C:18]1[CH:19]=[C:20]([CH:27]=[CH:28][CH:29]=1)[CH2:21][CH:22]([C:24]([OH:26])=[O:25])[NH2:23]>CS(C)=O>[C:24]([CH:22]([NH:23][C:2]1[C:11]([C:12]([OH:14])=[O:13])=[CH:10][C:9]2[C:4](=[CH:5][CH:6]=[C:7]([Cl:15])[CH:8]=2)[N:3]=1)[CH2:21][C:20]1[CH:27]=[CH:28][CH:29]=[C:18]([O:17][CH3:16])[CH:19]=1)([OH:26])=[O:25]. Yields the product C(=O)(O)C(CC1=CC(=CC=C1)OC)NC1=NC2=CC=C(C=C2C=C1C(=O)O)Cl (2-[1-Carboxy-2-(3-methoxy-phenyl)-ethylamino]-6-chloro-quinoline-3-carboxylic acid). Procedure details: In close analogy to the procedure described in Example 32, 2,6-dichloroquinoline-3-carboxylic acid is reacted with 3-methoxy-DL-phenylalanine in DMSO to provide the title compound in good yield. The reactants are ClC1=NC2=CC=C(C=C2C=C1C(=O)O)Cl (2,6-dichloroquinoline-3-carboxylic acid), COC=1C=C(CC(N)C(=O)O)C=CC1 (3-methoxy-DL-phenylalanine). RXN SMILES: [NH2:1][C:2]1[CH:7]=[CH:6][C:5]([C:8]2[CH2:9][CH2:10][C:11](=[O:14])[NH:12][N:13]=2)=[CH:4][CH:3]=1.[Cl:15][CH2:16][C:17](Cl)=[O:18]>C1C=CC=CC=1>[Cl:15][CH2:16][C:17]([NH:1][C:2]1[CH:7]=[CH:6][C:5]([C:8]2[CH2:9][CH2:10][C:11](=[O:14])[NH:12][N:13]=2)=[CH:4][CH:3]=1)=[O:18]. Product: ClCC(=O)NC1=CC=C(C=C1)C=1CCC(NN1)=O (6-(p-chloroacetylaminophenyl)-4,5-dihydropyridaz-3-one). Reported procedure: 30.2 g (0.16 mole) of 6-(p-aminophenyl)-4,5-dihydropyridaz-3-one, 18.1 g (0.16 mole) of chloroacetyl chloride and 150 ml of absolute benzene are refluxed for 2 hours. The product is filtered off at room temperature, washed first with benzene and then with water, and dried under reduced pressure at 80° C. 34.6 g (81% of theory) of 6-(p-chloroacetylaminophenyl)-4,5-dihydropyridaz-3-one are obtained as a beige solid which, after recrystallization from dimethylformamide/water, melts, with decomposit... Solvent: C1=CC=CC=C1 (benzene). The reactants are NC1=CC=C(C=C1)C=1CCC(NN1)=O (6-(p-aminophenyl)-4,5-dihydropyridaz-3-one), ClCC(=O)Cl (chloroacetyl chloride). Yield: 81.4%. The reactants are COc1ccc(C(O)C2=CCCCc3c2cc(OC)c(OC)c3OC)cc1OC(C)C, ClCCl, [Na+], [OH-], O. The product is COc1ccc(C(=O)C2=CCCCc3c2cc(OC)c(OC)c3OC)cc1OC(C)C. Reaction SMILES: [CH:1]([CH3:2])([CH3:3])[O:4][c:5]1[cH:6][c:7]([CH:13]([OH:14])[C:15]2=[CH:16][CH2:17][CH2:18][CH2:19][c:20]3[c:21]2[cH:22][c:23]([O:30][CH3:31])[c:24]([O:28][CH3:29])[c:25]3[O:26][CH3:27])[cH:8][cH:9][c:10]1[O:11][CH3:12].[Cl:35][CH2:36][Cl:37].[Na+:34].[OH-:33].[OH2:32]>>[CH:1]([CH3:2])([CH3:3])[O:4][c:5]1[cH:6][c:7]([C:13](=[O:14])[C:15]2=[CH:16][CH2:17][CH2:18][CH2:19][c:20]3[c:21]2[cH:22][c:23]([O:30][CH3:31])[c:24]([O:28][CH3:29])[c:25]3[O:26][CH3:27])[cH:8][cH:9][c:10]1[O:11][CH3:12].